Dataset: the Open Reaction Database (ORD), a public repository of structured organic reaction records. Task: describe an organic reaction: reactants, conditions, products, and yield The reactants are C1=NC(=CC2=CC=CC=C12)C=O (3-isoquinolinecarboxaldehyde), C(CO)O (ethylene glycol), C1(=CC=C(C=C1)S(=O)(=O)O)C (p-toluenesulfonic acid). The solvent is C1(=CC=CC=C1)C (toluene). Yields the product O1C(OCC1)C=1N=CC2=CC=CC=C2C1 (3-(1,3-dioxolan-2-yl)isoquinoline). The yield is 89.3%. RXN SMILES: [CH:1]1[C:10]2[C:5](=[CH:6][CH:7]=[CH:8][CH:9]=2)[CH:4]=[C:3]([CH:11]=[O:12])[N:2]=1.[CH2:13](O)[CH2:14][OH:15].C1(C)C=CC(S(O)(=O)=O)=CC=1>C1(C)C=CC=CC=1>[O:12]1[CH2:13][CH2:14][O:15][CH:11]1[C:3]1[N:2]=[CH:1][C:10]2[C:5]([CH:4]=1)=[CH:6][CH:7]=[CH:8][CH:9]=2. Procedure: A mixture of 3-isoquinolinecarboxaldehyde (7 g, 44.5 mmol), 5.5 g (88 mmol) of ethylene glycol, 400 ml of toluene and 1.1 g (4.4 mmol) of p-toluenesulfonic acid was refluxed for 16 h while separating the water formed. The mixture was cooled to room temperature and washed with sodium bicarbonate solution, water, and brine. The organic layer was dried over sodium sulfate, and concentrated in vacuo to afford 8 g (89.9%) of 3-(1,3-dioxolan-2-yl)isoquinoline (Formula XII: R2 =R7 =H). Reactants: B, C1CCOC1, COC(=O)CC=CCC(=O)O. Yields the product COC(=O)CC=CCCO. As a reaction SMILES: [BH3:12].[CH2:13]1[O:14][CH2:15][CH2:16][CH2:17]1.[CH3:1][O:2][C:3]([CH2:4][CH:5]=[CH:6][CH2:7][C:8](=[O:9])[OH:10])=[O:11]>>[CH3:1][O:2][C:3]([CH2:4][CH:5]=[CH:6][CH2:7][CH2:8][OH:9])=[O:11]. Reactants: OC[C@H](O)[C@@H](O)[C@H](O)[C@H](O)CO (Sorbitol), C(C1=CC=CC=C1)=O (benzaldehyde), C1(=CC=C(C=C1)C=O)C (p-tolualdehyde). The product is C(C1=CC=CC=C1)=C([C@H]([C@H]([C@@H]([C@H](C(O)=CC1=CC=CC=C1)O)O)O)O)O.C(C1=CC=CC=C1)=C([C@H]([C@H]([C@@H]([C@H](C(O)=C1CC=C(C=C1)C)O)O)O)O)O.C1(=CCC(C=C1)=C([C@H]([C@H]([C@@H]([C@H](C(O)=C1CC=C(C=C1)C)O)O)O)O)O)C (dibenzylidenesorbitol benzylidene-(p-toluylidene) sorbitol di(p-toluylidene) sorbitol). As a reaction SMILES: [OH:1][CH2:2][C@@H:3]([C@H:5]([C@@H:7]([C@@H:9]([CH2:11][OH:12])[OH:10])[OH:8])[OH:6])[OH:4].[CH:13](=O)[C:14]1[CH:19]=[CH:18][CH:17]=[CH:16][CH:15]=1.[C:21]1([CH3:29])[CH:26]=[CH:25][C:24]([CH:27]=[O:28])=[CH:23][CH:22]=1>>[CH:13](=[C:2]([OH:1])[C@@H:3]([OH:4])[C@@H:5]([OH:6])[C@H:7]([OH:8])[C@@H:9]([OH:10])[C:11](=[CH:29][C:21]1[CH:26]=[CH:25][CH:24]=[CH:23][CH:22]=1)[OH:12])[C:14]1[CH:19]=[CH:18][CH:17]=[CH:16][CH:15]=1.[CH:2](=[C:3]([OH:4])[C@@H:5]([OH:6])[C@@H:7]([OH:8])[C@H:9]([OH:10])[C@@H:11]([OH:12])[C:27](=[C:24]1[CH:25]=[CH:26][C:21]([CH3:29])=[CH:22][CH2:23]1)[OH:28])[C:14]1[CH:19]=[CH:18][CH:17]=[CH:16][CH:15]=1.[C:21]1([CH3:29])[CH:22]=[CH:23][C:24](=[C:2]([OH:1])[C@@H:3]([OH:4])[C@@H:5]([OH:6])[C@H:7]([OH:8])[C@@H:9]([OH:10])[C:11](=[C:17]2[CH:18]=[CH:19][C:14]([CH3:13])=[CH:15][CH2:16]2)[OH:12])[CH2:25][CH:26]=1 |f:3.4.5|. Procedure details: Sorbitol (1 mole), benzaldehyde (1 mole) and p-tolualdehyde (1 mole) were reacted by the usual method to give a 1:2:1 dibenzylidenesorbitol/benzylidene-(p-toluylidene) sorbitol/di(p-toluylidene) sorbitol mixture. Reactants: ClC=1C(NC2=CC=C(C=C2N1)C(=O)OC)=O (methyl 3-chloro-2-oxo-1,2-dihydroquinoxaline-6-carboxylate), CCN(C(C)C)C(C)C (DIEA), Cl.C[C@H]1NCCC1 ((R)-2-methylpyrrolidine hydrochloride). Solvent: CS(=O)C (DMSO). Run at temperature 70 celsius, time 3 hour. The product is C[C@H]1N(CCC1)C=1C(NC2=CC=C(C=C2N1)C(=O)OC)=O ((R)-methyl 3-(2-methylpyrrolidin-1-yl)-2-oxo-1,2-dihydroquinoxaline-6-carboxylate). Yield: 71.6%. As a reaction SMILES: Cl[C:2]1[C:3](=[O:16])[NH:4][C:5]2[C:10]([N:11]=1)=[CH:9][C:8]([C:12]([O:14][CH3:15])=[O:13])=[CH:7][CH:6]=2.CC[N:19]([CH:23]([CH3:25])[CH3:24])[CH:20]([CH3:22])C.Cl.C[C@@H]1CCCN1>CS(C)=O>[CH3:25][C@@H:23]1[CH2:24][CH2:22][CH2:20][N:19]1[C:2]1[C:3](=[O:16])[NH:4][C:5]2[C:10]([N:11]=1)=[CH:9][C:8]([C:12]([O:14][CH3:15])=[O:13])=[CH:7][CH:6]=2 |f:2.3|. Procedure: To a solution of methyl 3-chloro-2-oxo-1,2-dihydroquinoxaline-6-carboxylate (250 mg, 1.05 mmol) in DMSO (2 mL) was added DIEA (850 mg, 4.2 mmol), and (R)-2-methylpyrrolidine hydrochloride (300 mg, 2.35 mmol), and the resulting mixture was stirred for 3 h at 70° C. Then the reaction was quenched by the addition of water (10 mL). The solids were collected by filtration to afford (R)-methyl 3-(2-methylpyrrolidin-1-yl)-2-oxo-1,2-dihydroquinoxaline-6-carboxylate as a light yellow solid (216 mg, 72%). The reactants are C1(=CC=CC=C1)C=1C(OC2=CC(=CC=C2C1)NC1=NC(=NC(=N1)N(CC)CC)Cl)=O (3-phenyl-7-[(6-chloro-4-diethylamino-s-triazine-2-yl)amino]coumarin), C(CCC)NCCCCO (N-butylamino-4-butanol), O1CCCC1 (tetrahydrofuran). The solvent is O (water). Yields the product 20, C1(=CC=CC=C1)C=1C(OC2=CC(=CC=C2C1)NC1=NC(=NC(=N1)N(CC)CC)N(CCCC)CCCCO)=O (3-phenyl-7-[[6-(4-hydroxybutylbutylamino)-4-diethylamino-s-triazine-2-yl]amino]coumarin). RXN SMILES: [C:1]1([C:7]2[C:8](=[O:30])[O:9][C:10]3[C:15]([CH:16]=2)=[CH:14][CH:13]=[C:12]([NH:17][C:18]2[N:23]=[C:22]([N:24]([CH2:27][CH3:28])[CH2:25][CH3:26])[N:21]=[C:20](Cl)[N:19]=2)[CH:11]=3)[CH:6]=[CH:5][CH:4]=[CH:3][CH:2]=1.[CH2:31]([NH:35][CH2:36][CH2:37][CH2:38][CH2:39][OH:40])[CH2:32][CH2:33][CH3:34].O1CCCC1>O>[C:1]1([C:7]2[C:8](=[O:30])[O:9][C:10]3[C:15]([CH:16]=2)=[CH:14][CH:13]=[C:12]([NH:17][C:18]2[N:23]=[C:22]([N:24]([CH2:27][CH3:28])[CH2:25][CH3:26])[N:21]=[C:20]([N:35]([CH2:36][CH2:37][CH2:38][CH2:39][OH:40])[CH2:31][CH2:32][CH2:33][CH3:34])[N:19]=2)[CH:11]=3)[CH:6]=[CH:5][CH:4]=[CH:3][CH:2]=1. Procedure details: 21.1 Parts of 3-phenyl-7-[(6-chloro-4-diethylamino-s-triazine-2-yl)amino]coumarin and 14.2 parts of N-butylamino-4-butanol were added to 20 parts of tetrahydrofuran and reacted for 6 hours under reflux. The reaction product was poured into water, and the crystals thus precipitated were collected by filtration. The product was recrystallized from a mixed solvent of chloroform:ethyl acetate (1:1 by volume) to obtain 20 parts of 3-phenyl-7-[[6-(4-hydroxybutylbutylamino)-4-diethylamino-s-triazine-2-... Starting materials: ClC=1C=CC(=C(C(=O)O)C1)COC=1C=NC=C(C1)Cl (5-Chloro-2-{[(5-chloropyridin-3-yl)oxy]methyl}benzoic acid), Cl.N[C@@H](C)C1=CC=C(C(=O)OC)C=C1 (Methyl 4-[(1S)-1-aminoethyl]benzoate hydrochloride). Yields the product ClC=1C=CC(=C(C(=O)N[C@@H](C)C2=CC=C(C(=O)OC)C=C2)C1)COC=1C=NC=C(C1)Cl (Methyl 4-{(1S)-1-[(5-chloro-2-{[(5-chloropyridin-3-yl)oxy]methyl}benzoyl)amino]ethyl}benzoate). As a reaction SMILES: [Cl:1][C:2]1[CH:3]=[CH:4][C:5]([CH2:11][O:12][C:13]2[CH:14]=[N:15][CH:16]=[C:17]([Cl:19])[CH:18]=2)=[C:6]([CH:10]=1)[C:7]([OH:9])=O.Cl.[NH2:21][C@H:22]([C:24]1[CH:33]=[CH:32][C:27]([C:28]([O:30][CH3:31])=[O:29])=[CH:26][CH:25]=1)[CH3:23]>>[Cl:1][C:2]1[CH:3]=[CH:4][C:5]([CH2:11][O:12][C:13]2[CH:14]=[N:15][CH:16]=[C:17]([Cl:19])[CH:18]=2)=[C:6]([CH:10]=1)[C:7]([NH:21][C@H:22]([C:24]1[CH:33]=[CH:32][C:27]([C:28]([O:30][CH3:31])=[O:29])=[CH:26][CH:25]=1)[CH3:23])=[O:9] |f:1.2|. Reported procedure: The title compound was prepared according to the procedure described in step 6 of Example 1 from 5-chloro-2-{[(5-chloropyridin-3-yl)oxy]methyl}benzoic acid (step 2) and methyl 4-[(1S)-1-aminoethyl]benzoate hydrochloride (step 5 of Example 1): Reactants: resultant solution, C([O-])([O-])=O.[Na+].[Na+] (sodium carbonate), C(CCC)ON=C(C(=O)OCC)C(CCl)=O (ethyl 2-n-butoxyimino-4-chloro-3-oxobutyrate), NC(=S)N (thiourea), C(C)(=O)[O-].[Na+] (sodium acetate). The solvent is C(C)O (ethanol), O (water). Conditions: time 20 minute. The product is NC=1SC=C(N1)C(C(=O)OCC)=NOCCCC (ethyl 2-(2-aminothiazol-4-yl)-2-n-butoxyiminoacetate). The yield is 63.8%. As a reaction SMILES: [CH2:1]([O:5][N:6]=[C:7]([C:13](=O)[CH2:14]Cl)[C:8]([O:10][CH2:11][CH3:12])=[O:9])[CH2:2][CH2:3][CH3:4].[NH2:17][C:18]([NH2:20])=[S:19].C([O-])(=O)C.[Na+].C(=O)([O-])[O-].[Na+].[Na+]>C(O)C.O>[NH2:20][C:18]1[S:19][CH:14]=[C:13]([C:7](=[N:6][O:5][CH2:1][CH2:2][CH2:3][CH3:4])[C:8]([O:10][CH2:11][CH3:12])=[O:9])[N:17]=1 |f:2.3,4.5.6|. Procedure: A solution of ethyl 2-n-butoxyimino-4-chloro-3-oxobutyrate (syn isomer, 52.1 g.), thiourea (15.9 g.), sodium acetate 3 hydrate (28.4 g.), water (130 ml.) and ethanol (180 ml.) was stirred at 40° C. for 1.25 hours. The resultant solution was adjusted to pH 6.5 with an aqueous solution of sodium carbonate under ice cooling, and stirred for 20 minutes under ice cooling. The precipitates were collected by filtration, and washed with water and diisopropyl ether in turn to give ethyl 2-(2-aminothiazol... Starting materials: C1CCOC1, COc1ccc(C2CCC3(CC2)OCCO3)cc1, CCOC(C)=O, Cl. The product is COc1ccc(C2CCC(=O)CC2)cc1. Reaction SMILES: [CH2:20]1[O:21][CH2:22][CH2:23][CH2:24]1.[CH3:1][O:2][c:3]1[cH:4][cH:5][c:6]([CH:9]2[CH2:10][CH2:11][C:12]3([O:13][CH2:16][CH2:15][O:14]3)[CH2:17][CH2:18]2)[cH:7][cH:8]1.[CH3:25][CH2:26][O:27][C:28]([CH3:29])=[O:30].[ClH:19]>>[CH3:1][O:2][c:3]1[cH:4][cH:5][c:6]([CH:9]2[CH2:10][CH2:11][C:12](=[O:13])[CH2:17][CH2:18]2)[cH:7][cH:8]1.